This data is from the Open Reaction Database (ORD), a public repository of structured organic reaction records. The task is: describe an organic reaction: reactants, conditions, products, and yield The reactants are imine, [OH-].[Na+] (sodium hydroxide), NC1=NC2=CC=CC=C2C=C1C#N (2-aminoquinoline-3-carbonitrile), C1(=CC=C(C=C1)[Mg]Br)C (p-tolylmagnesium bromide), Cl (hydrochloric acid). Run in O1CCCC1 (tetrahydrofurane). Reaction conditions: time 4 hour. The product is NC1=NC2=CC=CC=C2C=C1C(=O)C1=CC=C(C=C1)C ((2-aminoquinolin-3-yl)(p-tolyl)methanone). Yield: 90.0%. As a reaction SMILES: [NH2:1][C:2]1[C:11]([C:12]#N)=[CH:10][C:9]2[C:4](=[CH:5][CH:6]=[CH:7][CH:8]=2)[N:3]=1.[C:14]1([CH3:22])[CH:19]=[CH:18][C:17]([Mg]Br)=[CH:16][CH:15]=1.Cl.[OH-:24].[Na+]>O1CCCC1>[NH2:1][C:2]1[C:11]([C:12]([C:17]2[CH:18]=[CH:19][C:14]([CH3:22])=[CH:15][CH:16]=2)=[O:24])=[CH:10][C:9]2[C:4](=[CH:5][CH:6]=[CH:7][CH:8]=2)[N:3]=1 |f:3.4|. Reported procedure: To a solution of 2-aminoquinoline-3-carbonitrile (1.86 g; 11 mmol) in dry tetrahydrofurane (110 mL) under a nitrogen atmosphere was slowly added a solution of p-tolylmagnesium bromide (1M in THF) (55 mL; 55 mmol). The resulting solution was stirred at room temperature for 4 h. A solution of hydrochloric acid 3N (220 mL) was added to hydrolyse the intermediate imine and the reaction mixture was heated to reflux for 2 h and then stirred at room temperature for 18 h. After cooling to 0° C., the rea...